From a dataset of the Open Reaction Database (ORD), a public repository of structured organic reaction records. describe an organic reaction: reactants, conditions, products, and yield The reactants are BrC1=C(C=C(C=C1Cl)C(F)(F)F)Cl (4-bromo-3,5-dichlorobenzotrifluoride), C(C)(C)[Mg]Br (isopropylmagnesium bromide), CN(C=O)C (Dimethylformamide). Run in O1CCCC1 (tetrahydrofurane). Run at temperature -10 celsius, time 30 minute. Yields the product ClC1=C(C=O)C(=CC(=C1)C(F)(F)F)Cl (2,6-Dichloro-4-trifluoromethyl-benzaldehyde). RXN SMILES: Br[C:2]1[C:7]([Cl:8])=[CH:6][C:5]([C:9]([F:12])([F:11])[F:10])=[CH:4][C:3]=1[Cl:13].C([Mg]Br)(C)C.CN(C)[CH:21]=[O:22]>O1CCCC1>[Cl:13][C:3]1[CH:4]=[C:5]([C:9]([F:12])([F:11])[F:10])[CH:6]=[C:7]([Cl:8])[C:2]=1[CH:21]=[O:22]. Procedure: A solution of 4-bromo-3,5-dichlorobenzotrifluoride (1 g, 3.4 mmol) in 1.2 mL tetrahydrofurane was slowly added to isopropylmagnesium bromide (15% in THF, 3.3 g, 3.4 mmol) at max. −10° C. After complete addition the reaction mixture was stirred for 30 min at −10° C. Dimethylformamide (0.275 g, 3.7 mmol) was added and the mixture was slowly warmed up. The mixture was quenched with saturated ammonium chloride solution and extracted three times with ethyl acetate. The combined organic phases were dr... Reactants: C(C)(C)I (isopropyl iodide), [Na].FC1=CC(=C(NS(=O)(=O)C2=CC=C(C=C2)C)C=C1)[N+](=O)[O-] (4′-Fluoro-2′-nitro-p-toluenesulfonanilide sodium salt), [OH-].[Na+] (sodium hydroxide). The solvent is CN(C)C=O (DMF). Product: FC1=CC(=C(N(S(=O)(=O)C2=CC=C(C=C2)C)C(C)C)C=C1)[N+](=O)[O-] (4′-Fluoro-N-isopropyl-2′-nitro-p-toluenesulfonanilide). Isolated yield 43.4%. RXN SMILES: [Na].[F:2][C:3]1[CH:19]=[CH:18][C:6]([NH:7][S:8]([C:11]2[CH:16]=[CH:15][C:14]([CH3:17])=[CH:13][CH:12]=2)(=[O:10])=[O:9])=[C:5]([N+:20]([O-:22])=[O:21])[CH:4]=1.[CH:23](I)([CH3:25])[CH3:24].[OH-].[Na+]>CN(C=O)C>[F:2][C:3]1[CH:19]=[CH:18][C:6]([N:7]([CH:23]([CH3:25])[CH3:24])[S:8]([C:11]2[CH:12]=[CH:13][C:14]([CH3:17])=[CH:15][CH:16]=2)(=[O:10])=[O:9])=[C:5]([N+:20]([O-:22])=[O:21])[CH:4]=1 |f:0.1,3.4,^1:0|. Reported procedure: 4′-Fluoro-2′-nitro-p-toluenesulfonanilide sodium salt (66.46 g (200 mmol)) was dissolved in DMF (66 ml). To this, under heating in an oil bath kept at 120° C., isopropyl iodide (102.0 g (600 mmol)) was added over a period of 20 minutes. The resulting mixture was left to cool to room temperature, mixed with 1% aqueous sodium hydroxide solution and stirred. The resulting crystals were filtered, washed with water and ethanol, successively. The crude crystals thus obtained were recrystallized from e... The reactants are BrC1=C(C=CC=C1)CCC(=O)N(NC(C1=CC=CC=C1)=O)C(C)C (benzoic acid N′-[3-(2-bromo-phenyl)-propionyl]-N′-isopropyl-hydrazide), C(=O)([O-])[O-].[Na+].[Na+] (Na2CO3), CC1=C(C=C(C=C1)C)B(O)O (2,5-dimethyl-phenylboronic acid), Pd[PPh3]4. The solvent is COCCOC (DME). The product is CC1=C(C=C(C=C1)C)C1=C(C=CC=C1)CCC(=O)N(NC(C1=CC=CC=C1)=O)C(C)C (Benzoic acid N′-[3-(2′,5′-dimethyl-biphenyl-2-yl)-propionyl]-N′-isopropyl-hydrazide). Yield: 26.0%. As a reaction SMILES: Br[C:2]1[CH:7]=[CH:6][CH:5]=[CH:4][C:3]=1[CH2:8][CH2:9][C:10]([N:12]([CH:22]([CH3:24])[CH3:23])[NH:13][C:14](=[O:21])[C:15]1[CH:20]=[CH:19][CH:18]=[CH:17][CH:16]=1)=[O:11].C([O-])([O-])=O.[Na+].[Na+].[CH3:31][C:32]1[CH:37]=[CH:36][C:35]([CH3:38])=[CH:34][C:33]=1B(O)O>COCCOC>[CH3:31][C:32]1[CH:37]=[CH:36][C:35]([CH3:38])=[CH:34][C:33]=1[C:2]1[CH:7]=[CH:6][CH:5]=[CH:4][C:3]=1[CH2:8][CH2:9][C:10]([N:12]([CH:22]([CH3:24])[CH3:23])[NH:13][C:14](=[O:21])[C:15]1[CH:20]=[CH:19][CH:18]=[CH:17][CH:16]=1)=[O:11] |f:1.2.3|. Procedure details: A solution of benzoic acid N′-[3-(2-bromo-phenyl)-propionyl]-N′-isopropyl-hydrazide (50 mg, 0.13 mmol) in DME (4 ml)/2M Na2CO3 (225 μL, 0.45 mmol) was treated with 2,5-dimethyl-phenylboronic acid (29 mg, 0.19 mmol) and Pd[PPh3]4 (15 mg, 0.013 mmol) for 18 hours at 90° C. The reaction mixture was partitioned between water and dichloromethane. The organic layer was washed with brine, dried over sodium sulfate, filtered, and concentrated. The crude was absorbed on silica and purified on a silica ge...